From a dataset of the Open Reaction Database (ORD), a public repository of structured organic reaction records. describe an organic reaction: reactants, conditions, products, and yield The reactants are N (ammonia), CC=1C=CC(=C(C(=O)O)C1)[N+](=O)[O-] (5-methyl-2-nitrobenzoic acid), CN(C)C=O (DMF), C(C(=O)Cl)(=O)Cl (oxalyl chloride). Solvent: C1CCOC1 (THF). Run at time 3 hour. Product: CC=1C=CC(=C(C(=O)N)C1)[N+](=O)[O-] (5-methyl-2-nitrobenzamide). Yield: 90.0%. RXN SMILES: [CH3:1][C:2]1[CH:3]=[CH:4][C:5]([N+:11]([O-:13])=[O:12])=[C:6]([CH:10]=1)[C:7](O)=[O:8].C[N:15](C=O)C.C(Cl)(=O)C(Cl)=O.N>C1COCC1>[CH3:1][C:2]1[CH:3]=[CH:4][C:5]([N+:11]([O-:13])=[O:12])=[C:6]([CH:10]=1)[C:7]([NH2:15])=[O:8]. Procedure details: To a solution of 5-methyl-2-nitrobenzoic acid (17.0 g, 93.8 mmol) and DMF (0.1 mL) in THF (150 mL) was added dropwise oxalyl chloride (13.1 g, 103 mmol) under ice-cooling, and the mixture was stirred at room temperature for 3 hr. This solution was added dropwise to aqueous ammonia (8% aqueous solution, 210 mL) under ice-cooling. The reaction solution was concentrated under reduced pressure to evaporated THF, and the precipitated insoluble material was collected by filtration. The filtered cake w... The reactants are FC1=CC=C(C(=C1F)NC1=C(C=C(C=C1)I)F)N (5,6-difluoro-N1-(2-fluoro-4-iodophenyl)benzene 1,2-diamine), CC=1SC(=CC1S(=O)(=O)Cl)C (2,5-dimethylthiophene-3-sulfonyl chloride). RXN SMILES: [F:1][C:2]1[C:7]([F:8])=[C:6]([NH:9][C:10]2[CH:15]=[CH:14][C:13]([I:16])=[CH:12][C:11]=2[F:17])[C:5]([NH2:18])=[CH:4][CH:3]=1.[CH3:19][C:20]1[S:21][C:22]([CH3:29])=[CH:23][C:24]=1[S:25](Cl)(=[O:27])=[O:26]>>[F:8][C:7]1[C:6]([NH:9][C:10]2[CH:15]=[CH:14][C:13]([I:16])=[CH:12][C:11]=2[F:17])=[C:5]([NH:18][S:25]([C:24]2[CH:23]=[C:22]([CH3:29])[S:21][C:20]=2[CH3:19])(=[O:27])=[O:26])[CH:4]=[CH:3][C:2]=1[F:1]. Reported procedure: According to the general procedure B, 5,6-difluoro-N1-(2-fluoro-4-iodophenyl)benzene 1,2-diamine was reacted with 2,5-dimethylthiophene-3-sulfonyl chloride to obtain the title compound. 1H NMR (300 MHz, CDCl3): δ 7.39 (dd, J=1.8 & 10.2 Hz, 1H), 7.24-7.16 (br m, 2H), 7.13 (dd, J=9.0 & 17.4 Hz, 1H), 6.77 (d, J=9.6 Hz, 1H), 5.98 (dt, J=2.4, 8.7 & 17.4 Hz, 1H), 5.55 (br s, 1H), 2.33 (s, 6H). Product: FC=1C(=C(C=CC1F)NS(=O)(=O)C1=C(SC(=C1)C)C)NC1=C(C=C(C=C1)I)F (N-(3,4-difluoro-2-(2-fluoro-4-iodophenylamino)phenyl)-2,5-dimethylthiophene-3-sulfonamide).